This data is from the Open Reaction Database (ORD), a public repository of structured organic reaction records. The task is: describe an organic reaction: reactants, conditions, products, and yield Reactants: CCO, NCC1CC1, COC(=O)Nc1ccc(F)c([N+](=O)[O-])c1. Yields the product COC(=O)Nc1ccc(NCC2CC2)c([N+](=O)[O-])c1. Reaction SMILES: [CH3:21][CH2:22][OH:23].[CH:16]1([CH2:19][NH2:20])[CH2:17][CH2:18]1.[F:1][c:2]1[c:3]([N+:13](=[O:14])[O-:15])[cH:4][c:5]([NH:8][C:9]([O:10][CH3:11])=[O:12])[cH:6][cH:7]1>>[c:2]1([NH:20][CH2:19][CH:16]2[CH2:17][CH2:18]2)[c:3]([N+:13](=[O:14])[O-:15])[cH:4][c:5]([NH:8][C:9]([O:10][CH3:11])=[O:12])[cH:6][cH:7]1. The reactants are FC1=CC=C(C=C1)C1=NN(C=C1C=1C=CC=2N(C1)C(=CN2)C2=CC=C(C=C2)NS(=O)(=O)C)C(C2=CC=CC=C2)(C2=CC=CC=C2)C2=CC=CC=C2 (N-(4-{6-[3-(4-fluorophenyl)-1-trityl-1H-4-pyrazolyl]imidazo[1,2-a]pyridin-3-yl}phenyl)-methane sulfonamide), FC(C(=O)O)(F)F (trifluoroacetic acid), ClCCl (dichloromethane), [OH-].[Na+] (sodium hydroxide). Solvent: O (water), C(C)(=O)OCC (ethyl acetate). Conditions: time 8 hour. The product is FC1=CC=C(C=C1)C1=NNC=C1C=1C=CC=2N(C1)C(=CN2)C2=CC=C(C=C2)NS(=O)(=O)C (N-(4-{6-[3-(4-Fluorophenyl)-1H-4-pyrazolyl]imidazo[1,2-a]-pyridin-3-yl}phenyl)methane sulfonamide). Isolated yield 71.6%. Reaction SMILES: [F:1][C:2]1[CH:7]=[CH:6][C:5]([C:8]2[C:12]([C:13]3[CH:14]=[CH:15][C:16]4[N:17]([C:19]([C:22]5[CH:27]=[CH:26][C:25]([NH:28][S:29]([CH3:32])(=[O:31])=[O:30])=[CH:24][CH:23]=5)=[CH:20][N:21]=4)[CH:18]=3)=[CH:11][N:10](C(C3C=CC=CC=3)(C3C=CC=CC=3)C3C=CC=CC=3)[N:9]=2)=[CH:4][CH:3]=1.FC(F)(F)C(O)=O.ClCCl.[OH-].[Na+]>O.C(OCC)(=O)C>[F:1][C:2]1[CH:7]=[CH:6][C:5]([C:8]2[C:12]([C:13]3[CH:14]=[CH:15][C:16]4[N:17]([C:19]([C:22]5[CH:27]=[CH:26][C:25]([NH:28][S:29]([CH3:32])(=[O:30])=[O:31])=[CH:24][CH:23]=5)=[CH:20][N:21]=4)[CH:18]=3)=[CH:11][NH:10][N:9]=2)=[CH:4][CH:3]=1 |f:3.4|. Reported procedure: A mixture of 71 mg N-(4-{6-[3-(4-fluorophenyl)-1-trityl-1H-4-pyrazolyl]imidazo[1,2-a]pyridin-3-yl}phenyl)-methane sulfonamide obtained in Example 20, 0.36 mL trifluoroacetic acid and 5 mL dichloromethane was stirred overnight at room temperature. The reaction solution was cooled and made weakly alkaline with 5 N aqueous sodium hydroxide, followed by adding ethyl acetate and water to separate an organic layer. The organic layer was washed with brine and dried over anhydrous sodium sulfate. The dr...